The task is: describe an organic reaction: reactants, conditions, products, and yield. This data is from the Open Reaction Database (ORD), a public repository of structured organic reaction records. Reactants: FC(F)Cl (Difluoromethyl chloride), ClC1=CC=C(C(=O)C2=CC=C(C=C2)CS)C=C1 (4-chloro-4'-mercaptomethylbenzophenone), [OH-].[K+] (potassium hydroxide), O1CCOCC1 (dioxane), ClC1=CC=C(C(=O)C2=CC=C(C=C2)CS)C=C1 (4-chloro-4'-mercaptomethylbenzophenone). The solvent is O (water). Product: ClC1=CC=C(C(=O)C2=CC=C(C=C2)CSC(F)F)C=C1 (4-Chloro-4'-difluoromethylthiomethyl-benzophenone). Yield: 36.0%. RXN SMILES: [Cl:1][C:2]1[CH:17]=[CH:16][C:5]([C:6]([C:8]2[CH:13]=[CH:12][C:11]([CH2:14][SH:15])=[CH:10][CH:9]=2)=[O:7])=[CH:4][CH:3]=1.[OH-].[K+].O1CCOCC1.[F:26][CH:27](Cl)[F:28]>O>[Cl:1][C:2]1[CH:17]=[CH:16][C:5]([C:6]([C:8]2[CH:13]=[CH:12][C:11]([CH2:14][S:15][CH:27]([F:28])[F:26])=[CH:10][CH:9]=2)=[O:7])=[CH:4][CH:3]=1 |f:1.2|. Procedure details: 4-chloro-4'-mercaptomethylbenzophenone (14.7 g) and potassium hydroxide (15 g) was added to a solvent comprising dioxane (100 ml) and water (100 ml). Difluoromethyl chloride was blown into this solution at 60° C. until the starting material 4-chloro-4'-mercaptomethylbenzophenone disappeared. The reaction product was cooled to room temperature and then subjected to filtration. The organic layer as the filtrate was dried over anhydrous magnesium sulfate add concentrated. The residue was purified b... Reactants: FC(C(C(C(F)(F)F)(F)F)(F)F)(F)I (perfluorobutyl iodide), C(C=C)Br (Allyl bromide). Reagents/catalysts: [Cu] (copper). Run in CS(=O)C (dimethyl sulfoxide). Conditions: time 2 hour. Yields the product FC(CC=C)(C(C(C(F)(F)F)(F)F)(F)F)F (4,4,5,5,6,6,7,7,7-nonafluoro-1-heptene). The yield is 70.7%. RXN SMILES: [F:1][C:2](I)([F:13])[C:3]([F:12])([F:11])[C:4]([F:10])([F:9])[C:5]([F:8])([F:7])[F:6].[CH2:15](Br)[CH:16]=[CH2:17]>[Cu].CS(C)=O>[F:1][C:2]([F:13])([C:3]([F:12])([F:11])[C:4]([F:10])([F:9])[C:5]([F:8])([F:7])[F:6])[CH2:17][CH:16]=[CH2:15]. Reported procedure: A mixture of perfluorobutyl iodide (103.8 g, 0.3 mol), copper powder (50 g, 0.79 mol) and dimethyl sulfoxide (150 mL) was stirred at 110°-120° C. for 2 hr, then cooled to room temperature. Allyl bromide (36.3 g, 0.3 mol) was added dropwise and then the mixture was stirred at room temperature for 2 hr and at 50° C. for 1 hr. The reaction mixture was distilled in vacuo and the crude product was collected in a cold trap (-78° C.). Redistillation produced 55.2 g (70% yield) of the desired 4,4,5,5,6,... The reactants are FC(C(CCO)(F)F)(S(=O)(=O)[O-])F.[Na+] (sodium 1,1,2,2-tetrafluoro-4-hydroxybutane-1-sulfonate), [Cl-].C1(=CC=CC=C1)[S+](C1=CC=CC=C1)C1=CC=CC=C1 (triphenylsulfonium chloride), O (water). The solvent is ClCCl (dichloromethane). Run at time 90 minute. Yields the product C1(=CC=CC=C1)[S+](C1=CC=CC=C1)C1=CC=CC=C1.FC(C(CCO)(F)F)(S(=O)(=O)[O-])F (triphenylsulfonium 1,1,2,2-tetrafluoro-4-hydroxybutane-1-sulfonate). Yield: 93.0%. Reaction SMILES: [F:1][C:2]([F:13])([S:9]([O-:12])(=[O:11])=[O:10])[C:3]([F:8])([F:7])[CH2:4][CH2:5][OH:6].[Na+].[Cl-].[C:16]1([S+:22]([C:29]2[CH:34]=[CH:33][CH:32]=[CH:31][CH:30]=2)[C:23]2[CH:28]=[CH:27][CH:26]=[CH:25][CH:24]=2)[CH:21]=[CH:20][CH:19]=[CH:18][CH:17]=1.O>ClCCl>[C:29]1([S+:22]([C:16]2[CH:17]=[CH:18][CH:19]=[CH:20][CH:21]=2)[C:23]2[CH:28]=[CH:27][CH:26]=[CH:25][CH:24]=2)[CH:30]=[CH:31][CH:32]=[CH:33][CH:34]=1.[F:13][C:2]([F:1])([S:9]([O-:12])(=[O:11])=[O:10])[C:3]([F:8])([F:7])[CH2:4][CH2:5][OH:6] |f:0.1,2.3,6.7|. Reported procedure: Using a 2 litter reactor, 121 g of sodium 1,1,2,2-tetrafluoro-4-hydroxybutane-1-sulfonate (purity 78%, 0.38 mol) obtained in the second step was suspended in 560 g of dichloromethane. An aqueous solution of triphenylsulfonium chloride (115 g of triphenylsulfonium chloride (0.385 mol/1.01 equivalent)) and 450 g of water) was added dropwise to the suspension at room temperature. The resulting reaction solution separated in two layers was vigorously stirred at room temperature for 90 minutes to sep... The reactants are CC1(NC(CC(C1)NC1CC(NC(C1)(C)C)(C)C)(C)C)C (bis(2,2,6,6-tetramethyl-4-piperidyl)-amine), C(OCC)(=O)Cl (ethyl chlorocarbonate), [OH-].[Na+] (NaOH). Solvent: C(Cl)(Cl)Cl (chloroform). Product: C(C)OC(=O)N(C1CC(NC(C1)(C)C)(C)C)C1CC(NC(C1)(C)C)(C)C (N-ethoxycarbonyl-bis(2,2,6,6-tetramethyl-4-piperidyl)-amine). As a reaction SMILES: [CH3:1][C:2]1([CH3:21])[CH2:7][CH:6]([NH:8][CH:9]2[CH2:14][C:13]([CH3:16])([CH3:15])[NH:12][C:11]([CH3:18])([CH3:17])[CH2:10]2)[CH2:5][C:4]([CH3:20])([CH3:19])[NH:3]1.[C:22](Cl)(=[O:26])[O:23][CH2:24][CH3:25].[OH-].[Na+]>C(Cl)(Cl)Cl>[CH2:24]([O:23][C:22]([N:8]([CH:9]1[CH2:14][C:13]([CH3:16])([CH3:15])[NH:12][C:11]([CH3:18])([CH3:17])[CH2:10]1)[CH:6]1[CH2:7][C:2]([CH3:21])([CH3:1])[NH:3][C:4]([CH3:20])([CH3:19])[CH2:5]1)=[O:26])[CH3:25] |f:2.3|. Reported procedure: The N-ethoxycarbonyl-bis(2,2,6,6-tetramethyl-4-piperidyl)-amine is prepared by reacting bis(2,2,6,6-tetramethyl-4-piperidyl)-amine with ethyl chlorocarbonate in chloroform at 10°-20° C. in the presence of aqueous NaOH. The product obtained, which has a purity of 99.2% and melts at 117° C., can be used directly.